From a dataset of the Open Reaction Database (ORD), a public repository of structured organic reaction records. describe an organic reaction: reactants, conditions, products, and yield The reactants are CC(c1cccc2ccccc12)N(CC1CN(C(=O)Oc2ccc(C(=O)O)cc2)CC1c1ccccc1)C(=O)OC(C)(C)C, Cl, C1COCCO1. Product: Cl, CC(NCC1CN(C(=O)Oc2ccc(C(=O)O)cc2)CC1c1ccccc1)c1cccc2ccccc12. Reaction SMILES: [C:1]([O:2][C:3](=[O:4])[N:8]([CH:9]([CH3:10])[c:11]1[cH:12][cH:13][cH:14][c:15]2[cH:16][cH:17][cH:18][cH:19][c:20]12)[CH2:21][CH:22]1[CH2:23][N:24]([C:33](=[O:34])[O:35][c:36]2[cH:37][cH:38][c:39]([C:40](=[O:41])[OH:42])[cH:43][cH:44]2)[CH2:25][CH:26]1[c:27]1[cH:28][cH:29][cH:30][cH:31][cH:32]1)([CH3:5])([CH3:6])[CH3:7].[ClH:51].[O:45]1[CH2:46][CH2:47][O:48][CH2:49][CH2:50]1>>[ClH:51].[NH:8]([CH:9]([CH3:10])[c:11]1[cH:12][cH:13][cH:14][c:15]2[cH:16][cH:17][cH:18][cH:19][c:20]12)[CH2:21][CH:22]1[CH2:23][N:24]([C:33](=[O:34])[O:35][c:36]2[cH:37][cH:38][c:39]([C:40](=[O:41])[OH:42])[cH:43][cH:44]2)[CH2:25][CH:26]1[c:27]1[cH:28][cH:29][cH:30][cH:31][cH:32]1. Starting materials: N1CCC(CC1)C=1C=CC=2N(C1)C=NN2 (6-(piperidin-4-yl)-[1,2,4]triazolo[4,3-a]pyridine), N=1N=CN2C1C=C(C=C2)C2CCN(CC2)C(=O)OC(C)(C)C (tert-butyl 4-([1,2,4]triazolo[4,3-a]pyridin-7-yl)piperidine-1-carboxylate), N=1N=CN2C1C=C(C=C2)C2CCN(CC2)C(=O)OC(C)(C)C (tert-butyl 4-([1,2,4]triazolo[4,3-a]pyridin-7-yl)piperidine-1-carboxylate), N=1N=CN2C1C=CC(=C2)C2CCN(CC2)C(=O)OC(C)(C)C (tert-Butyl 4-([1,2,4]triazolo[4,3-a]pyridin-6-yl)piperidine-1-carboxylate). The product is N1CCC(CC1)C1=CC=2N(C=C1)C=NN2 (7-(Piperidin-4-yl)-[1,2,4]triazolo[4,3-a]pyridine). As a reaction SMILES: N1CCC(C2C=CC3N(C=NN=3)C=2)CC1.[N:16]1[N:17]=[CH:18][N:19]2[CH:24]=[CH:23][C:22]([CH:25]3[CH2:30][CH2:29][N:28](C(OC(C)(C)C)=O)[CH2:27][CH2:26]3)=[CH:21][C:20]=12.N1N=CN2C=C(C3CCN(C(OC(C)(C)C)=O)CC3)C=CC=12>>[NH:28]1[CH2:27][CH2:26][CH:25]([C:22]2[CH:23]=[CH:24][N:19]3[CH:18]=[N:17][N:16]=[C:20]3[CH:21]=2)[CH2:30][CH2:29]1. Procedure: The title compound was prepared using standard chemical manipulations and procedures similar to those used for the preparation of compound 36.2, except tert-butyl 4-([1,2,4]triazolo[4,3-a]pyridin-7-yl)piperidine-1-carboxylate (compound 41.3) was used in place of tert-butyl 4-([1,2,4]thazolo[4,3-a]pyridin-6-yl)piperidine-1-carboxylate (compound 36.1) m/z (ES+) 203 (M+H)+. Product: Cl, O=[N+]([O-])c1cccc2nc3ccccc3c(NCCO)c12. Reaction SMILES: [ClH:1].[ClH:30].[N+:6](=[O:7])([O-:8])[c:9]1[cH:10][cH:11][cH:12][c:13]2[n:14][c:15]3[cH:16][cH:17][cH:18][cH:19][c:20]3[c:21]([O:23][c:24]3[cH:25][cH:26][cH:27][cH:28][cH:29]3)[c:22]12.[NH2:2][CH2:3][CH2:4][OH:5].[OH:31][c:32]1[cH:33][cH:34][cH:35][cH:36][cH:37]1>>[ClH:1].[NH:2]([CH2:3][CH2:4][OH:5])[c:21]1[c:20]2[c:15]([n:14][c:13]3[cH:12][cH:11][cH:10][c:9]([N+:6](=[O:7])[O-:8])[c:22]31)[cH:16][cH:17][cH:18][cH:19]2. The reactants are Cl, Cl, O=[N+]([O-])c1cccc2nc3ccccc3c(Oc3ccccc3)c12, NCCO, Oc1ccccc1. The reactants are ester, COC(C1=C(C=CC(=C1)C=1SC=C(N1)C1=CC(=C(C=C1)Cl)Cl)Br)=O (2-bromo-5-[4-(3,4-dichloro-phenyl)-thiazol-2-yl]-benzoic acid methyl ester), COC(C1=C(C=CC(=C1)C=1SC=C(N1)C1=CC(=C(C=C1)Cl)Cl)Br)=O (2-bromo-5-[4-(3,4-dichloro-phenyl)-thiazol-2-yl]-benzoic acid methyl ester), FC1=C(C=CC=C1F)B(O)O (2,3-difluorophenylboronic acid). The product is ClC=1C=C(C=CC1Cl)C=1N=C(SC1)C=1C=C(C(=CC1)C1=C(C(=CC=C1)F)F)C(=O)O (4-[4-(3,4-dichloro-phenyl)-thiazol-2-yl]-2′,3′-difluoro-biphenyl-2-carboxylic acid). Yield: 69.2%. RXN SMILES: C[O:2][C:3](=[O:24])[C:4]1[CH:9]=[C:8]([C:10]2[S:11][CH:12]=[C:13]([C:15]3[CH:20]=[CH:19][C:18]([Cl:21])=[C:17]([Cl:22])[CH:16]=3)[N:14]=2)[CH:7]=[CH:6][C:5]=1Br.[F:25][C:26]1[C:31]([F:32])=[CH:30][CH:29]=[CH:28][C:27]=1B(O)O>>[Cl:22][C:17]1[CH:16]=[C:15]([C:13]2[N:14]=[C:10]([C:8]3[CH:9]=[C:4]([C:3]([OH:2])=[O:24])[C:5]([C:30]4[CH:29]=[CH:28][CH:27]=[C:26]([F:25])[C:31]=4[F:32])=[CH:6][CH:7]=3)[S:11][CH:12]=2)[CH:20]=[CH:19][C:18]=1[Cl:21]. Procedure details: Using the conditions of General Procedure B for Suzuki Coupling and Hydrolysis in Parallel Mode, 2-bromo-5-[4-(3,4-dichloro-phenyl)-thiazol-2-yl]-benzoic acid methyl ester (which may be prepared as described for Intermediate 6; 89 mg, 0.2 mmol) was reacted with 2,3-difluorophenylboronic acid (available from Combi-Blocks Inc.; 63 mg, 0.4 mmol). The resulting ester was hydrolyzed and the acid was purified to give 4-[4-(3,4-dichloro-phenyl)-thiazol-2-yl]-2′,3′-difluoro-biphenyl-2-carboxylic acid (6... Reactants: C[Si](C)(C)[N-][Si](C)(C)C, COc1ccc(CCl)cc1, CCCCCC, O=c1nc(C2CC2)c2cc(Cl)ccc2[nH]1, [Li+], CN(C)C=O. Yields the product COc1ccc(Cn2c(=O)nc(C3CC3)c3cc(Cl)ccc32)cc1. RXN SMILES: [CH3:16][Si:17]([N-:18][Si:19]([CH3:20])([CH3:21])[CH3:22])([CH3:23])[CH3:24].[CH3:26][O:27][c:28]1[cH:29][cH:30][c:31]([CH2:32][Cl:33])[cH:34][cH:35]1.[CH3:41][CH2:42][CH2:43][CH2:44][CH2:45][CH3:46].[Cl:1][c:2]1[cH:3][c:4]2[c:5]([CH:13]3[CH2:14][CH2:15]3)[n:6][c:7](=[O:12])[nH:8][c:9]2[cH:10][cH:11]1.[Li+:25].[O:36]=[CH:37][N:38]([CH3:39])[CH3:40]>>[Cl:1][c:2]1[cH:3][c:4]2[c:5]([CH:13]3[CH2:14][CH2:15]3)[n:6][c:7](=[O:12])[n:8]([CH2:32][c:31]3[cH:30][cH:29][c:28]([O:27][CH3:26])[cH:35][cH:34]3)[c:9]2[cH:10][cH:11]1. Reactants: NC1=C(C=CC(=C1)OC)C1CC=2C=CC(=CC2CC1)O (6-(2-amino-4-methoxyphenyl)-5,6,7,8-tetrahydronaphthalen-2-ol), C(CC)(=O)OC(CC)=O (propionic anhydride). The product is COC1=CC(=C(C=C1)C1CC=2C=CC(=CC2CC1)O)NCCC (6-(4-Methoxy-2-propylaminophenyl)-5,6,7,8-tetrahydronaphthalen-2-ol). RXN SMILES: [NH2:1][C:2]1[CH:7]=[C:6]([O:8][CH3:9])[CH:5]=[CH:4][C:3]=1[CH:10]1[CH2:19][CH2:18][C:17]2[CH:16]=[C:15]([OH:20])[CH:14]=[CH:13][C:12]=2[CH2:11]1.[C:21](OC(=O)CC)(=O)[CH2:22][CH3:23]>>[CH3:9][O:8][C:6]1[CH:5]=[CH:4][C:3]([CH:10]2[CH2:19][CH2:18][C:17]3[CH:16]=[C:15]([OH:20])[CH:14]=[CH:13][C:12]=3[CH2:11]2)=[C:2]([NH:1][CH2:21][CH2:22][CH3:23])[CH:7]=1. Reported procedure: Synthesized from 6-(2-amino-4-methoxyphenyl)-5,6,7,8-tetrahydronaphthalen-2-ol (500 mg) and propionic anhydride (1 ml) according to an analogous synthetic method to Example 36, the title compound (270 mg) was obtained. Reactants: O=C([O-])[O-], c1ccc2[nH]c(C3CC3)nc2c1, Cn1c(CN2CCC(C3COC3)CC2)nc2c(N3CCOCC3)nc(Cl)nc21, [Cs+], [Cs+], CN(C)C=O, O=C(C=Cc1ccccc1)C=Cc1ccccc1, O=C(C=Cc1ccccc1)C=Cc1ccccc1, O=C(C=Cc1ccccc1)C=Cc1ccccc1, [Pd], [Pd]. The product is Cn1c(CN2CCC(C3COC3)CC2)nc2c(N3CCOCC3)nc(-n3c(C4CC4)nc4ccccc43)nc21. As a reaction SMILES: [C:41](=[O:42])([O-:43])[O-:44].[CH:29]1([c:32]2[n:33][c:34]3[c:35]([nH:36]2)[cH:37][cH:38][cH:39][cH:40]3)[CH2:30][CH2:31]1.[Cl:1][c:2]1[n:3][c:4]([N:23]2[CH2:24][CH2:25][O:26][CH2:27][CH2:28]2)[c:5]2[n:6][c:7]([CH2:12][N:13]3[CH2:14][CH2:15][CH:16]([CH:19]4[CH2:20][O:21][CH2:22]4)[CH2:17][CH2:18]3)[n:8]([CH3:11])[c:9]2[n:10]1.[Cs+:45].[Cs+:46].[O:47]=[CH:48][N:49]([CH3:50])[CH3:51].[O:54]=[C:55]([CH:56]=[CH:57][c:58]1[cH:59][cH:60][cH:61][cH:62][cH:63]1)[CH:64]=[CH:65][c:66]1[cH:67][cH:68][cH:69][cH:70][cH:71]1.[O:72]=[C:73]([CH:74]=[CH:75][c:76]1[cH:77][cH:78][cH:79][cH:80][cH:81]1)[CH:82]=[CH:83][c:84]1[cH:85][cH:86][cH:87][cH:88][cH:89]1.[O:90]=[C:91]([CH:92]=[CH:93][c:94]1[cH:95][cH:96][cH:97][cH:98][cH:99]1)[CH:100]=[CH:101][c:102]1[cH:103][cH:104][cH:105][cH:106][cH:107]1.[Pd:52].[Pd:53]>>[c:2]1(-[n:33]2[c:32]([CH:29]3[CH2:30][CH2:31]3)[n:36][c:35]3[c:34]2[cH:40][cH:39][cH:38][cH:37]3)[n:3][c:4]([N:23]2[CH2:24][CH2:25][O:26][CH2:27][CH2:28]2)[c:5]2[n:6][c:7]([CH2:12][N:13]3[CH2:14][CH2:15][CH:16]([CH:19]4[CH2:20][O:21][CH2:22]4)[CH2:17][CH2:18]3)[n:8]([CH3:11])[c:9]2[n:10]1. The reactants are C(C)(C)[N-]C(C)C.[Li+] (lithium diisopropylamide), II (I2), S1C=NC=C1 (thiazole), C(CCC)[Li] (n-butyllithium), C(=O)(OC(C)(C)C)N1CC(CC1)=O (N-boc-3-pyrrolidinone). Solvent: O1CCCC1 (tetrahydrofuran), O1CCCC1 (tetrahydrofuran). Reaction conditions: time 15 minute. Product: OC1(CN(CC1)C(=O)OC(C)(C)C)C=1SC(=CN1)I (tert-butyl 3-hydroxy-3-(5-iodothiazol-2-yl)pyrrolidine-1-carboxylate). As a reaction SMILES: [S:1]1[CH:5]=[CH:4][N:3]=[CH:2]1.C([Li])CCC.[C:11]([N:18]1[CH2:22][CH2:21][C:20](=[O:23])[CH2:19]1)([O:13][C:14]([CH3:17])([CH3:16])[CH3:15])=[O:12].C([N-]C(C)C)(C)C.[Li+].[I:32]I>O1CCCC1>[OH:23][C:20]1([C:2]2[S:1][C:5]([I:32])=[CH:4][N:3]=2)[CH2:21][CH2:22][N:18]([C:11]([O:13][C:14]([CH3:17])([CH3:16])[CH3:15])=[O:12])[CH2:19]1 |f:3.4|. Procedure details: To a cold (−78° C.) solution of thiazole (0.382 mL, 5.41 mmol) in tetrahydrofuran (30 mL) was added n-butyllithium (3.38 mL, 5.41 mmol, 1.6 M in hexane) dropwise. After 15 minutes, N-boc-3-pyrrolidinone (0.49 mL, 5.41 mmol) was added in a single portion. After 30 minutes, lithium diisopropylamide (5.41 mL, 5.41 mmol, 1.0 M in tetrahydrofuran) was added dropwise. The reaction was allowed to stir for an additional 30 minutes, after which a solution of I2 (1.37 g, 5.4 mmol) in tetrahydrofuran (10 m...